From a dataset of the Open Reaction Database (ORD), a public repository of structured organic reaction records. describe an organic reaction: reactants, conditions, products, and yield Starting materials: C1(=CC=CC=C1)S(=O)(=O)N1C=CC2=CC(=CC=C12)C=1SC[C@H](N1)C(=O)O ((R)-2-(1-(Phenylsulfonyl)-1H-indol-5-yl)-4,5-dihydrothiazole-4-carboxylic acid), CON(C(=O)C=1OC(=CC1)C1=CC=CC=C1)C (N-Methoxy-N-methyl-5-phenylfuran-2-carboxamide). Isolated yield 57.1%. Yields the product CON(C(=O)[C@H]1N=C(SC1)C=1C=C2C=CN(C2=CC1)S(=O)(=O)C1=CC=CC=C1)C ((R)—N-methoxy-N-methyl-2-(1-(phenylsulfonyl)-1H-indol-5-yl)-4,5-dihydrothiazole-4-carboxamide). As a reaction SMILES: [C:1]1([S:7]([N:10]2[C:18]3[C:13](=[CH:14][C:15]([C:19]4[S:20][CH2:21][C@@H:22]([C:24](O)=[O:25])[N:23]=4)=[CH:16][CH:17]=3)[CH:12]=[CH:11]2)(=[O:9])=[O:8])[CH:6]=[CH:5][CH:4]=[CH:3][CH:2]=1.[CH3:27][O:28][N:29](C)[C:30](C1OC(C2C=CC=CC=2)=CC=1)=O>>[CH3:27][O:28][N:29]([CH3:30])[C:24]([C@@H:22]1[CH2:21][S:20][C:19]([C:15]2[CH:14]=[C:13]3[C:18](=[CH:17][CH:16]=2)[N:10]([S:7]([C:1]2[CH:6]=[CH:5][CH:4]=[CH:3][CH:2]=2)(=[O:9])=[O:8])[CH:11]=[CH:12]3)=[N:23]1)=[O:25]. Reported procedure: (R)—N-methoxy-N-methyl-2-(1-(phenylsulfonyl)-1H-indol-5-yl)-4,5-dihydrothiazole-4-carboxamide (65a) was prepared from 64a with the same method as used for 38d. 57.1% yield. 1H NMR (500 MHz, CDCl3) δ 7.92 (m, 2H), 7.77 (m, 3H), 7.51 (d, 1H, J=3.0 Hz), 7.46 (t, 1H), 7.35 (t, 1H), 6.61 (d, 1H), 5.58 (br, t, 1H) 3.82 (s, 3H), 3.73 (t, 1H), 3.43 (m, 1H), 3.21 (s, 3H). MS (ESI) m/z 452.1 (M+Na)+. Reactants: O=C([O-])[O-], CN(C)C=O, COc1cc(OC)nc(F)n1, CCOC(=O)c1nc(Cl)c2ccccc2c1O, [K+], [K+], O. The product is CCOC(=O)c1nc(Cl)c2ccccc2c1Oc1nc(OC)cc(OC)n1. RXN SMILES: [C:34](=[O:35])([O-:36])[O-:37].[CH3:1][N:2]([CH3:3])[CH:4]=[O:5].[CH3:23][O:24][c:25]1[n:26][c:27]([F:33])[n:28][c:29]([O:31][CH3:32])[cH:30]1.[Cl:6][c:7]1[n:8][c:9]([C:18](=[O:19])[O:20][CH2:21][CH3:22])[c:10]([OH:17])[c:11]2[cH:12][cH:13][cH:14][cH:15][c:16]12.[K+:38].[K+:39].[OH2:40]>>[Cl:6][c:7]1[n:8][c:9]([C:18](=[O:19])[O:20][CH2:21][CH3:22])[c:10]([O:17][c:27]2[n:26][c:25]([O:24][CH3:23])[cH:30][c:29]([O:31][CH3:32])[n:28]2)[c:11]2[cH:12][cH:13][cH:14][cH:15][c:16]12. Starting materials: COc1ccc2c(n1)NC(=O)CC2, [H-], O=[N+]([O-])c1cccc(S(=O)(=O)OCC2CO2)c1, [Na+], CN(C)C=O, O. Yields the product COc1ccc2c(n1)N(CC1CO1)C(=O)CC2. RXN SMILES: [CH3:1][O:2][c:3]1[cH:4][cH:5][c:6]2[c:11]([n:12]1)[NH:10][C:9](=[O:13])[CH2:8][CH2:7]2.[H-:14].[N+:16]([c:17]1[cH:18][c:19]([S:20]([O:21][CH2:29][CH:30]2[O:31][CH2:32]2)(=[O:22])=[O:23])[cH:24][cH:25][cH:26]1)([O-:27])=[O:28].[Na+:15].[O:34]=[CH:35][N:36]([CH3:37])[CH3:38].[OH2:33]>>[CH3:1][O:2][c:3]1[cH:4][cH:5][c:6]2[c:11]([n:12]1)[N:10]([CH2:29][CH:30]1[O:31][CH2:32]1)[C:9](=[O:13])[CH2:8][CH2:7]2. Starting materials: C[N+](C)(C)CC(CC(=O)[O-])O (carnitine chloride), C(=O)(OC)CCCC(=O)Cl (4-carbomethoxy butyryl chloride), C(C)OCC (ethyl ether). Run in C(=O)(C(F)(F)F)O (TFA). Conditions: time 24 hour. Yields the product C(=O)(OC)CCCC(=O)C(O)(C[N+](C)(C)C)CC([O-])=O.[Cl-] (4-carbomethoxy butyryl carnitine chloride). RXN SMILES: [CH3:1][N+:2]([CH2:5][CH:6]([OH:11])[CH2:7][C:8]([O-:10])=[O:9])([CH3:4])[CH3:3].C(OCC)C.[C:17]([CH2:21][CH2:22][CH2:23][C:24]([Cl:26])=[O:25])([O:19][CH3:20])=[O:18]>C(O)(C(F)(F)F)=O>[C:17]([CH2:21][CH2:22][CH2:23][C:24]([C:6]([CH2:7][C:8](=[O:10])[O-:9])([CH2:5][N+:2]([CH3:3])([CH3:4])[CH3:1])[OH:11])=[O:25])([O:19][CH3:20])=[O:18].[Cl-:26] |f:4.5|. Reported procedure: To a solution of carnitine chloride (2.0 g; 10 m moles) in TFA (5 cc), 4-carbomethoxy butyryl chloride (1.65 cc; 12 m moles) was added and the resulting reaction mixture was kept at room temperature under stirring for 24 hours. To this mixture anhydrous ethyl ether was then added. A solid formed which was filtered off and crystallized from hot isopropanol. M.P. 130°-132° C. Reactants: OC1C2CC3CC(C2)CC1C3, O=C(OC(Cl)(Cl)Cl)OC(Cl)(Cl)Cl, ClCCl, c1ccncc1. Yields the product O=C(Cl)OC1C2CC3CC(C2)CC1C3. As a reaction SMILES: [CH:1]12[CH:2]([OH:11])[CH:3]3[CH2:4][CH:5]([CH2:6][CH:7]([CH2:8]1)[CH2:9]3)[CH2:10]2.[Cl:12][C:13]([O:16][C:14](=[O:15])[O:17][C:18]([Cl:19])([Cl:20])[Cl:21])([Cl:22])[Cl:23].[Cl:30][CH2:31][Cl:32].[cH:24]1[cH:25][cH:26][n:27][cH:28][cH:29]1>>[CH:1]12[CH:2]([O:11][C:13]([Cl:12])=[O:16])[CH:3]3[CH2:4][CH:5]([CH2:6][CH:7]([CH2:8]1)[CH2:9]3)[CH2:10]2. Starting materials: COc1cc(Br)cc([N+](=O)[O-])c1N, CC(=O)O, CC(=O)OC(C)=O, O=S(=O)(O)O. The product is COc1cc(Br)cc([N+](=O)[O-])c1NC(C)=O. As a reaction SMILES: [Br:1][c:2]1[cH:3][c:4]([O:12][CH3:13])[c:5]([NH2:11])[c:6]([N+:8](=[O:9])[O-:10])[cH:7]1.[C:19]([CH3:20])(=[O:21])[OH:22].[CH3:23][C:24]([O:25][C:26]([CH3:27])=[O:28])=[O:29].[S:14](=[O:15])(=[O:16])([OH:17])[OH:18]>>[Br:1][c:2]1[cH:3][c:4]([O:12][CH3:13])[c:5]([NH:11][C:19]([CH3:20])=[O:21])[c:6]([N+:8](=[O:9])[O-:10])[cH:7]1. Reactants: CO (methanol), [OH-].[Na+] (sodium hydroxide), C(C)(=O)O[C@@H]1CC[C@H](CC1)N1C(N(C=2C1=NC=C(C2)C(F)(F)F)CC2=CC(=C(C=C2)OC)OC)=O (3-(trans-4-acetoxycyclohexyl)-1-(3,4-dimethoxybenzyl)-6-trifluoromethyl-2,3-dihydro-1H-imidazo[4,5-b]pyridin-2-one). The solvent is O1CCCC1 (tetrahydrofuran). The product is COC=1C=C(CN2C(N(C3=NC=C(C=C32)C(F)(F)F)[C@@H]3CC[C@H](CC3)O)=O)C=CC1OC (1-(3,4-dimethoxybenzyl)-3-(trans-4-hydroxycyclohexyl)-6-trifluoromethyl-2,3-dihydro-1H-imidazo[4,5-b]pyridin-2-one). Yield: 55.0%. Reaction SMILES: C([O:4][C@H:5]1[CH2:10][CH2:9][C@H:8]([N:11]2[C:15]3=[N:16][CH:17]=[C:18]([C:20]([F:23])([F:22])[F:21])[CH:19]=[C:14]3[N:13]([CH2:24][C:25]3[CH:30]=[CH:29][C:28]([O:31][CH3:32])=[C:27]([O:33][CH3:34])[CH:26]=3)[C:12]2=[O:35])[CH2:7][CH2:6]1)(=O)C.CO.[OH-].[Na+]>O1CCCC1>[CH3:34][O:33][C:27]1[CH:26]=[C:25]([CH:30]=[CH:29][C:28]=1[O:31][CH3:32])[CH2:24][N:13]1[C:14]2[C:15](=[N:16][CH:17]=[C:18]([C:20]([F:23])([F:22])[F:21])[CH:19]=2)[N:11]([C@H:8]2[CH2:7][CH2:6][C@H:5]([OH:4])[CH2:10][CH2:9]2)[C:12]1=[O:35] |f:2.3|. Procedure: A mixture of 3-(trans-4-acetoxycyclohexyl)-1-(3,4-dimethoxybenzyl)-6-trifluoromethyl-2,3-dihydro-1H-imidazo[4,5-b]pyridin-2-one (125 mg) in a mixture of tetrahydrofuran (1 mL), methanol (0.5 mL) and 1N-sodium hydroxide (0.507 mL) was refluxed for an hour. After cooling to room temperature, the mixture was concentrated in vacuo. Water was added to the residue, and the resulting precipitate was collected by filtration. The obtained solid was washed with water and subjected to a preparative silica ... Reactants: COC(C=1C(C(=O)O)=CC=CC1[N+](=O)[O-])=O (3-nitro-phthalic acid-2-methyl ester), BrCC1OC(C2=C(C=CC=C12)[N+](=O)[O-])=O (3-bromomethyl-7-nitro-3H-isobenzofuran-1-one), BrC(=O)Br (bromo-ketone), acid chloride, methyl Grignard reagent, amine. The solvent is CC(=O)C (methyl-ketone), CC(=O)C (methyl-ketone). Product: OC1(C(NC2=C(C=CC=C12)[N+](=O)[O-])=O)C (3-hydroxy-3-methyl-7-nitro-oxindole). RXN SMILES: COC(=O)C1C(=CC=CC=1[N+:13]([O-])=O)C(O)=O.Br[C:18](Br)=[O:19].Br[CH2:22][CH:23]1[C:31]2[C:26](=[C:27]([N+:32]([O-:34])=[O:33])[CH:28]=[CH:29][CH:30]=2)C(=O)[O:24]1>CC(C)=O>[OH:24][C:23]1([CH3:22])[C:31]2[C:26](=[C:27]([N+:32]([O-:34])=[O:33])[CH:28]=[CH:29][CH:30]=2)[NH:13][C:18]1=[O:19]. Procedure details: 3-Substituted oxindoles can be prepared from 7-nitrophthalic anhydride 21, for example, which can be reacted with MeOH to give the 3-nitro-phthalic acid-2-methyl ester 22 by known procedures. The 3-nitro-phthalic acid-2-methyl ester 22 is converted to the corresponding acid chloride 23 then reacted with a methyl Grignard reagent to afford the methyl-ketone 24. The methyl-ketone 24 can be converted to the bromo-ketone 25 and cyclized to the 3-bromomethyl-7-nitro-3H-isobenzofuran-1-one 26 which ca... Starting materials: ClC1=NC=C(C(=O)N)C=C1 (6-chloronicotinamide), [H-].[Na+] (sodium hydride), BrCC1=C(N(C2=CC(=CC=C2C1=O)Cl)C1=CC=CC=C1)C=1OC=CN1 (3-(bromomethyl)-7-chloro-2-(oxazol-2-yl)-1-phenylquinolin-4(1H)-one). Run in CN(C)C=O (DMF), CN(C)C=O (DMF). Run at temperature 50 celsius, time 15 minute. Product: ClC1=NC=C(C(=O)NCC2=C(N(C3=CC(=CC=C3C2=O)Cl)C2=CC=CC=C2)C=2OC=CN2)C=C1 (6-Chloro-N-(7-chloro-2-oxazol-2-yl-4-oxo-1-phenyl-1,4-dihydro-quinolin-3-ylmethyl)-nicotinamide). As a reaction SMILES: [Cl:1][C:2]1[CH:10]=[CH:9][C:5]([C:6]([NH2:8])=[O:7])=[CH:4][N:3]=1.[H-].[Na+].Br[CH2:14][C:15]1[C:24](=[O:25])[C:23]2[C:18](=[CH:19][C:20]([Cl:26])=[CH:21][CH:22]=2)[N:17]([C:27]2[CH:32]=[CH:31][CH:30]=[CH:29][CH:28]=2)[C:16]=1[C:33]1[O:34][CH:35]=[CH:36][N:37]=1>CN(C=O)C>[Cl:1][C:2]1[CH:10]=[CH:9][C:5]([C:6]([NH:8][CH2:14][C:15]2[C:24](=[O:25])[C:23]3[C:18](=[CH:19][C:20]([Cl:26])=[CH:21][CH:22]=3)[N:17]([C:27]3[CH:32]=[CH:31][CH:30]=[CH:29][CH:28]=3)[C:16]=2[C:33]2[O:34][CH:35]=[CH:36][N:37]=2)=[O:7])=[CH:4][N:3]=1 |f:1.2|. Procedure details: A 5 mL round-bottomed flask was charged with 6-chloronicotinamide (14 mg, 0.091 mmol), sodium hydride (60% suspension in mineral oil, 5.0 mg, 0.013 mmol) and DMF (1 mL) to give a slightly white suspension. This mixture was stirred at 50° C. for 15 min. During this time, the reaction mixture became more cloudy and difficult to stir. The reaction mixture was cooled to room temperature. A solution of 3-(bromomethyl)-7-chloro-2-(oxazol-2-yl)-1-phenylquinolin-4(1H)-one (38 mg, 0.091 mmol) in DMF (1 m... The reactants are OCCCCCCC=1C(CCC1)=O (2-(6-hydroxyhexyl)-2-cyclopenten-1-one), CC(C#N)(O)C (acetone cyanohydrin), C([O-])([O-])=O.[Na+].[Na+] (sodium carbonate). The solvent is CO (methanol). Product: OCCCCCCC1C(CCC1=O)C#N (2-(6-hydroxyhexyl)-3-oxocyclopentanecarbonitrile). Isolated yield 72.5%. Reaction SMILES: [OH:1][CH2:2][CH2:3][CH2:4][CH2:5][CH2:6][CH2:7][C:8]1[C:9](=[O:13])[CH2:10][CH2:11][CH:12]=1.CC(C)(O)[C:16]#[N:17].C(=O)([O-])[O-].[Na+].[Na+]>CO>[OH:1][CH2:2][CH2:3][CH2:4][CH2:5][CH2:6][CH2:7][CH:8]1[C:9](=[O:13])[CH2:10][CH2:11][CH:12]1[C:16]#[N:17] |f:2.3.4|. Reported procedure: A mixture of 2-(6-hydroxyhexyl)-2-cyclopenten-1-one (10.5 g., 0.058 mole), acetone cyanohydrin (5.6 g., 0.065 mole), 6% aqueous sodium carbonate (5.2 ml.) and methanol (35 ml.) was stirred and heated under reflux for 4 hours. Methanol was removed in vacuo, water (70 ml.) was added and the mixture was extracted with diethyl ether and dried over magnesium sulphate. The solvent was removed by evaporation and the residue was distilled under reduced pressure to give 2-(6-hydroxyhexyl)-3-oxocyclopenta...